From a dataset of the Open Reaction Database (ORD), a public repository of structured organic reaction records. describe an organic reaction: reactants, conditions, products, and yield RXN SMILES: [CH2:18]([OH:19])[CH2:20][CH2:21][CH3:22].[CH3:13][O:14][CH2:15][CH2:16][NH2:17].[Cl:1][c:2]1[c:3]([S:9](=[O:10])(=[O:11])[Cl:12])[cH:4][cH:5][c:6]([Cl:8])[cH:7]1>>[Cl:1][c:2]1[c:3]([S:9](=[O:10])(=[O:11])[NH:17][CH2:16][CH2:15][O:14][CH3:13])[cH:4][cH:5][c:6]([Cl:8])[cH:7]1. Reactants: CCCCO, COCCN, O=S(=O)(Cl)c1ccc(Cl)cc1Cl. Yields the product COCCNS(=O)(=O)c1ccc(Cl)cc1Cl. Starting materials: CCOc1ccccc1-c1nc2c(OC)cccc2c(=O)[nH]1, C1CNCCN1, CCO, O=S(=O)(O)Cl, [Na+], [Na+], O=C([O-])[O-], O=S(=O)(Cl)Cl. The product is CCOc1ccc(S(=O)(=O)N2CCNCC2)cc1-c1nc2c(OC)cccc2c(=O)[nH]1. Reaction SMILES: [CH2:1]([CH3:2])[O:3][c:4]1[c:5](-[c:10]2[n:11][c:12]3[c:13]([O:21][CH3:22])[cH:14][cH:15][cH:16][c:17]3[c:18](=[O:20])[nH:19]2)[cH:6][cH:7][cH:8][cH:9]1.[CH2:33]1[CH2:34][NH:35][CH2:36][CH2:37][NH:38]1.[CH3:45][CH2:46][OH:47].[Cl:23][S:24](=[O:25])(=[O:26])[OH:27].[Na+:39].[Na+:40].[O-:41][C:42](=[O:43])[O-:44].[S:28]([Cl:29])([Cl:30])(=[O:31])=[O:32]>>[CH2:1]([CH3:2])[O:3][c:4]1[c:5](-[c:10]2[n:11][c:12]3[c:13]([O:21][CH3:22])[cH:14][cH:15][cH:16][c:17]3[c:18](=[O:20])[nH:19]2)[cH:6][c:7]([S:24](=[O:25])(=[O:27])[N:35]2[CH2:34][CH2:33][NH:38][CH2:37][CH2:36]2)[cH:8][cH:9]1.